From a dataset of the Open Reaction Database (ORD), a public repository of structured organic reaction records. describe an organic reaction: reactants, conditions, products, and yield Starting materials: CN(C)C=O, C=CS(=O)(=O)F, Nc1ccc(Cl)c(Cl)c1, O. The product is O=S(=O)(F)CCNc1ccc(Cl)c(Cl)c1. As a reaction SMILES: [CH3:1][N:2]([CH3:3])[CH:4]=[O:5].[CH:15](=[CH2:16])[S:17](=[O:18])(=[O:19])[F:20].[NH2:6][c:7]1[cH:8][cH:9][c:10]([Cl:11])[c:12]([Cl:13])[cH:14]1.[OH2:21]>>[NH:6]([c:7]1[cH:8][cH:9][c:10]([Cl:11])[c:12]([Cl:13])[cH:14]1)[CH2:16][CH2:15][S:17](=[O:18])(=[O:19])[F:20]. Reactants: O=C(Cl)CI, NC(=O)c1cc(N)ccc1O, [Na+], O=C([O-])O, O. Product: NC(=O)c1cc(NC(=O)CI)ccc1O. Reaction SMILES: [I:17][CH2:18][C:19](=[O:20])[Cl:21].[NH2:1][c:2]1[cH:3][cH:4][c:5]([OH:11])[c:6]([C:7](=[O:8])[NH2:9])[cH:10]1.[Na+:16].[O-:12][C:13]([OH:14])=[O:15].[OH2:22]>>[NH:1]([c:2]1[cH:3][cH:4][c:5]([OH:11])[c:6]([C:7](=[O:8])[NH2:9])[cH:10]1)[C:19]([CH2:18][I:17])=[O:20].